This data is from the Open Reaction Database (ORD), a public repository of structured organic reaction records. The task is: describe an organic reaction: reactants, conditions, products, and yield The yield is 67.5%. As a reaction SMILES: [NH2:1][C:2]1[N:6]=[C:5]([C:7]2[CH:12]=[C:11]([C:13]([CH3:16])([CH3:15])[CH3:14])[C:10]([OH:17])=[C:9]([C:18]([CH3:21])([CH3:20])[CH3:19])[CH:8]=2)[O:4][N:3]=1.[CH:22](OCC)(OCC)[O:23][CH2:24][CH3:25]>>[CH3:16][C:13]([C:11]1[CH:12]=[C:7]([C:5]2[O:4][N:3]=[C:2]([N:1]=[CH:22][O:23][CH2:24][CH3:25])[N:6]=2)[CH:8]=[C:9]([C:18]([CH3:21])([CH3:20])[CH3:19])[C:10]=1[OH:17])([CH3:14])[CH3:15]. Procedure: A mixture of 0.87 g (0.003 mole) of 4-(3-amino-1,2,4-oxadiazol-5-yl)-2,6-bis(1,1-dimethylethyl)phenol and 25 ml (22.3 g; 0.15 mole) of anhydrous triethyl orthoformate is stirred at reflux (under a nitrogen atmosphere) for 24 hours. The cooled mixture is evaporated, and the residue is distributed between 75 ml of dichloromethane and 100 ml of saturated aqueous sodium bicarbonate solution. The aqueous layer is extracted several times with fresh dichloromethane, and the combined organic layers are ... The reactants are NC1=NOC(=N1)C1=CC(=C(C(=C1)C(C)(C)C)O)C(C)(C)C (4-(3-amino-1,2,4-oxadiazol-5-yl)-2,6-bis(1,1-dimethylethyl)phenol), C(OCC)(OCC)OCC (triethyl orthoformate). Product: CC(C)(C)C=1C=C(C=C(C1O)C(C)(C)C)C1=NC(=NO1)N=COCC (ethyl N-[5-[3,5-bis(1,1-dimethylethyl)-4-hydroxyphenyl]-1,2,4-oxadiazol-3-yl]methanimidoate). Starting materials: Cc1cccc2cc3c(=O)n(CCc4cn(C(=O)NCCN(C)C)c5ccccc45)cc(C(=O)NCCN(C)C)c3nc12, CCO, [Na+], [OH-]. The product is Cc1cccc2cc3c(=O)n(CCc4c[nH]c5ccccc45)cc(C(=O)NCCN(C)C)c3nc12. Reaction SMILES: [CH3:1][N:2]([CH2:3][CH2:4][NH:5][C:6](=[O:7])[c:8]1[cH:9][n:10]([CH2:24][CH2:25][c:26]2[cH:27][n:28]([C:35]([NH:36][CH2:37][CH2:38][N:39]([CH3:40])[CH3:41])=[O:42])[c:29]3[cH:30][cH:31][cH:32][cH:33][c:34]23)[c:11](=[O:23])[c:12]2[cH:13][c:14]3[c:15]([n:16][c:17]12)[c:18]([CH3:22])[cH:19][cH:20][cH:21]3)[CH3:43].[CH3:46][CH2:47][OH:48].[Na+:45].[OH-:44]>>[CH3:1][N:2]([CH2:3][CH2:4][NH:5][C:6](=[O:7])[c:8]1[cH:9][n:10]([CH2:24][CH2:25][c:26]2[cH:27][nH:28][c:29]3[cH:30][cH:31][cH:32][cH:33][c:34]23)[c:11](=[O:23])[c:12]2[cH:13][c:14]3[c:15]([n:16][c:17]12)[c:18]([CH3:22])[cH:19][cH:20][cH:21]3)[CH3:43]. The reactants are Cl (HCl), COC(=O)C1C(N(C(C2=CC=CC=C12)=O)CC#N)=O (2-(cyanomethyl)-1,2,3,4-tetrahydro-1,3-dioxo-4-isoquinoline carboxylic acid methyl ester), C(=O)([O-])[O-].[K+].[K+] (K2CO3), BrCC(=O)OC(C)(C)C (tert-butyl bromoacetate). Solvent: O (H2O), CN(C)C=O (DMF). Conditions: temperature 85 celsius, time 3 hour. Product: CC(C)(C)OC(CC1(C(N(C(C2=CC=CC=C12)=O)CC#N)=O)C(=O)OC)=O (2-(Cyanomethyl)-1,2,3,4-tetrahydro-4-(methoxycarbonyl)-1,3-dioxo-4-isoquinolineacetic Acid 1,1-Dimethylethyl Ester). The yield is 90.6%. As a reaction SMILES: [CH3:1][O:2][C:3]([CH:5]1[C:14]2[C:9](=[CH:10][CH:11]=[CH:12][CH:13]=2)[C:8](=[O:15])[N:7]([CH2:16][C:17]#[N:18])[C:6]1=[O:19])=[O:4].C([O-])([O-])=O.[K+].[K+].Br[CH2:27][C:28]([O:30][C:31]([CH3:34])([CH3:33])[CH3:32])=[O:29].Cl>O.CN(C=O)C>[CH3:32][C:31]([O:30][C:28](=[O:29])[CH2:27][C:5]1([C:3]([O:2][CH3:1])=[O:4])[C:14]2[C:9](=[CH:10][CH:11]=[CH:12][CH:13]=2)[C:8](=[O:15])[N:7]([CH2:16][C:17]#[N:18])[C:6]1=[O:19])([CH3:34])[CH3:33] |f:1.2.3|. Procedure: To a suspension of 2-(cyanomethyl)-1,2,3,4-tetrahydro-1,3-dioxo-4-isoquinoline carboxylic acid methyl ester (6.5 g, 25.19 mmol), K2CO3 (6.95 g, 50.38 mmol) and anhydrous DMF (100 mL) was added tert-butyl bromoacetate (6.1 mL, 37.79 mmol). After stirring at 85° C. for 3 hours, the mixture was poured into H2O, acidified with HCl (2N) and extracted with EtOAc. The organic extracts were dried over MgSO4. Evaporation and purification by flash chromatography on silica gel (hexane/EtOAc 4/1) gave a whi... Starting materials: C(C)(C)NC(C)C (N,N-diisopropylamine), C(CCC)[Li] (n-butyllithium), CCOP(=O)(C(C)C1=CC=CC=C1)OCC (diethyl 1-phenylethyl phosphonate), C(C)(C)(C)OC(=O)N1C(OC[C@@H]1CC=O)(C)C ((S)-2,2-dimethyl-4-(2-oxo-ethyl)-oxazolidine-3-carboxylic acid tert-butyl ester). Solvent: O1CCCC1 (tetrahydrofuran), O1CCCC1 (tetrahydrofuran), O1CCCC1 (tetrahydrofuran). Reaction conditions: temperature 0 celsius, time 30 minute. Product: C(C)(C)(C)OC(=O)N1C(OC[C@@H]1C\C=C(/C)\C1=CC=CC=C1)(C)C ((4S)-2,2-Dimethyl-4-((E)-3-phenyl-but-2-enyl)-oxazolidine-3-carboxylic acid tert-butyl ester). Reaction SMILES: C(NC(C)C)(C)C.C([Li])CCC.CCOP(OCC)([CH:18]([C:20]1[CH:25]=[CH:24][CH:23]=[CH:22][CH:21]=1)[CH3:19])=O.[C:29]([O:33][C:34]([N:36]1[C@@H:40]([CH2:41][CH:42]=O)[CH2:39][O:38][C:37]1([CH3:45])[CH3:44])=[O:35])([CH3:32])([CH3:31])[CH3:30]>O1CCCC1>[C:29]([O:33][C:34]([N:36]1[C@@H:40]([CH2:41]/[CH:42]=[C:18](/[C:20]2[CH:21]=[CH:22][CH:23]=[CH:24][CH:25]=2)\[CH3:19])[CH2:39][O:38][C:37]1([CH3:44])[CH3:45])=[O:35])([CH3:32])([CH3:31])[CH3:30]. Reported procedure: To a stirred solution of N,N-diisopropylamine (1.74 ml) in tetrahydrofuran (8 ml) at −78° C. was added dropwise a solution of n-butyllithium (7.71 ml, 1.6 M in hexane) and the reaction mixture was then warmed to 0° C. for 15 min. After re-cooling to −78° C., a solution of diethyl 1-phenylethyl phosphonate (2.76 ml) in tetrahydrofuran (8 ml) was added dropwise. The mixture was stirred at −78° C. for 30 min and then a solution of (S)-2,2-dimethyl-4-(2-oxo-ethyl)-oxazolidine-3-carboxylic acid tert-... Starting materials: C(C)I (ethyl iodide), C(C)(=O)I (acetyl iodide), C(CC)(=O)OCC (ethyl propionate), C(CC)(=O)I (propionyl iodide), CI (methyl iodide). Product: C(CC)(=O)OC(CC)=O (Propionic anhydride), C(CC)(=O)I (propionyl iodide). As a reaction SMILES: [C:1](OCC)(=[O:4])[CH2:2][CH3:3].[C:8]([I:12])(=[O:11])[CH2:9][CH3:10].C(I)C.C(I)(=[O:18])C.CI>>[C:8]([O:11][C:1](=[O:4])[CH2:2][CH3:3])(=[O:18])[CH2:9][CH3:10].[C:8]([I:12])(=[O:11])[CH2:9][CH3:10]. Procedure details: Examples 1-5 are repeated but using ethyl propionate, propionyl iodide and ethyl iodide in place of methyl acetate, acetyl iodide and methyl iodide, respectively. Propionic anhydride is produced in corresponding manner, with propionyl iodide also being produced in the procedures of runs 2-5.